From a dataset of the Open Reaction Database (ORD), a public repository of structured organic reaction records. describe an organic reaction: reactants, conditions, products, and yield The reactants are CO, COC(=O)c1ccc2c(C3CCCCC3)c3n(c2c1)CC(C(=O)N(C)C)Oc1ccccc1-3, Cl, [Na+], C1CCOC1, [OH-]. The product is CN(C)C(=O)C1Cn2c(c(C3CCCCC3)c3ccc(C(=O)O)cc32)-c2ccccc2O1. RXN SMILES: [CH3:42][OH:43].[CH:1]1([c:7]2[c:8]3[c:9]([n:10]4[c:16]2-[c:15]2[c:14]([cH:20][cH:19][cH:18][cH:17]2)[O:13][CH:12]([C:21]([N:22]([CH3:23])[CH3:24])=[O:25])[CH2:11]4)[cH:26][c:27]([C:30](=[O:31])[O:32][CH3:33])[cH:28][cH:29]3)[CH2:2][CH2:3][CH2:4][CH2:5][CH2:6]1.[ClH:36].[Na+:35].[O:37]1[CH2:38][CH2:39][CH2:40][CH2:41]1.[OH-:34]>>[CH:1]1([c:7]2[c:8]3[c:9]([n:10]4[c:16]2-[c:15]2[c:14]([cH:20][cH:19][cH:18][cH:17]2)[O:13][CH:12]([C:21]([N:22]([CH3:23])[CH3:24])=[O:25])[CH2:11]4)[cH:26][c:27]([C:30](=[O:31])[OH:32])[cH:28][cH:29]3)[CH2:2][CH2:3][CH2:4][CH2:5][CH2:6]1. Reactants: BrC=1C=NC2=C(N(CCCN2)CC2=C(C(=CC=C2F)F)Cl)N1 (2-Bromo-9-(2-chloro-3,6-difluorobenzyl)-6,7,8,9-tetrahydro-5H-pyrazino[2,3-b][1,4]diazepine), OCCN1CCN(CC1)C(=O)C=1C=C(C=CC1)B(O)O (3-(4-(2-hydroxyethyl)piperazine-1-carbonyl)phenylboronic acid). Yields the product ClC1=C(CN2C3=C(NCCC2)N=CC(=N3)C=3C=C(C=CC3)C(=O)N3CCN(CC3)CCO)C(=CC=C1F)F ({3-[9-(2-chloro-3,6-difluorobenzyl)-6,7,8,9-tetrahydro-5H-pyrazino[2,3-b][1,4]diazepin-2-yl]phenyl}[4-(2-hydroxyethyl)piperazin-1-yl]-methanone). Reaction SMILES: Br[C:2]1[CH:3]=[N:4][C:5]2[NH:11][CH2:10][CH2:9][CH2:8][N:7]([CH2:12][C:13]3[C:18]([F:19])=[CH:17][CH:16]=[C:15]([F:20])[C:14]=3[Cl:21])[C:6]=2[N:22]=1.[OH:23][CH2:24][CH2:25][N:26]1[CH2:31][CH2:30][N:29]([C:32]([C:34]2[CH:35]=[C:36](B(O)O)[CH:37]=[CH:38][CH:39]=2)=[O:33])[CH2:28][CH2:27]1>>[Cl:21][C:14]1[C:15]([F:20])=[CH:16][CH:17]=[C:18]([F:19])[C:13]=1[CH2:12][N:7]1[CH2:8][CH2:9][CH2:10][NH:11][C:5]2[N:4]=[CH:3][C:2]([C:38]3[CH:39]=[C:34]([C:32]([N:29]4[CH2:28][CH2:27][N:26]([CH2:25][CH2:24][OH:23])[CH2:31][CH2:30]4)=[O:33])[CH:35]=[CH:36][CH:37]=3)=[N:22][C:6]1=2. Reported procedure: The entitled compound can be prepared from 2-Bromo-9-(2-chloro-3,6-difluorobenzyl)-6,7,8,9-tetrahydro-5H-pyrazino[2,3-b][1,4]diazepine and 3-(4-(2-hydroxyethyl)piperazine-1-carbonyl)phenylboronic acid as described in example 1 or 30. Starting materials: C1CCOC1, [Li]CCCC, CCCCCC, CCOCC, CCOC(C)=O, [Cl-], [Cl-], O=C1OC2(CCN(c3nc4cc(I)ccc4[nH]3)CC2)c2ccccc21, [Pd], [Zn+2], c1cocn1. Product: O=C1OC2(CCN(c3nc4cc(-c5ncco5)ccc4[nH]3)CC2)c2ccccc21. RXN SMILES: [CH2:47]1[O:48][CH2:49][CH2:50][CH2:51]1.[CH2:6]([Li:7])[CH2:8][CH2:9][CH3:10].[CH3:11][CH2:12][CH2:13][CH2:14][CH2:15][CH3:16].[CH3:17][CH2:18][O:19][CH2:20][CH3:21].[CH3:53][CH2:54][O:55][C:56]([CH3:57])=[O:58].[Cl-:59].[Cl-:61].[I:22][c:23]1[cH:24][c:25]2[c:26]([nH:27][c:28]([N:30]3[CH2:31][CH2:32][C:33]4([O:34][C:35](=[O:42])[c:36]5[cH:37][cH:38][cH:39][cH:40][c:41]54)[CH2:43][CH2:44]3)[n:29]2)[cH:45][cH:46]1.[Pd:52].[Zn+2:60].[o:1]1[cH:2][n:3][cH:4][cH:5]1>>[o:1]1[c:2](-[c:23]2[cH:24][c:25]3[c:26]([nH:27][c:28]([N:30]4[CH2:31][CH2:32][C:33]5([O:34][C:35](=[O:42])[c:36]6[cH:37][cH:38][cH:39][cH:40][c:41]65)[CH2:43][CH2:44]4)[n:29]3)[cH:45][cH:46]2)[n:3][cH:4][cH:5]1. The reactants are CC=1C(=NC(=NC1)NC1=CC=C(C=C1)OCCN1CCCC1)N (5-Methyl-N2-[4-(2-pyrrolidin-1-yl-ethoxy)-phenyl]-pyrimidine-2,4-diamine), BrC1=C2C=CNC2=C(C=C1)C (4-bromo-7-methyl-1H-indole), CC1(C2=C(C(=CC=C2)P(C3=CC=CC=C3)C4=CC=CC=C4)OC5=C(C=CC=C51)P(C6=CC=CC=C6)C7=CC=CC=C7)C (Xantphos), C([O-])([O-])=O.[Cs+].[Cs+] (cesium carbonate). The reagents and catalysts are C=1C=CC(=CC1)/C=C/C(=O)/C=C/C2=CC=CC=C2.C=1C=CC(=CC1)/C=C/C(=O)/C=C/C2=CC=CC=C2.C=1C=CC(=CC1)/C=C/C(=O)/C=C/C2=CC=CC=C2.[Pd].[Pd] (Pd2(dba)3). Solvent: O1CCOCC1 (dioxane). Product: N1(CCCC1)CCOC1=CC=C(C=C1)NC1=NC=C(C(=N1)NC1=C2C=CNC2=C(C=C1)C)C (N2-(4-(2-(Pyrrolidin-1-yl)ethoxy)phenyl)-5-methyl-N4-(7-methyl-1H-indol-4-yl)pyrimidine-2,4-diamine). Isolated yield 16.0%. As a reaction SMILES: [CH3:1][C:2]1[C:3]([NH2:23])=[N:4][C:5]([NH:8][C:9]2[CH:14]=[CH:13][C:12]([O:15][CH2:16][CH2:17][N:18]3[CH2:22][CH2:21][CH2:20][CH2:19]3)=[CH:11][CH:10]=2)=[N:6][CH:7]=1.Br[C:25]1[CH:33]=[CH:32][C:31]([CH3:34])=[C:30]2[C:26]=1[CH:27]=[CH:28][NH:29]2.CC1(C)C2C(=C(P(C3C=CC=CC=3)C3C=CC=CC=3)C=CC=2)OC2C(P(C3C=CC=CC=3)C3C=CC=CC=3)=CC=CC1=2.C(=O)([O-])[O-].[Cs+].[Cs+]>O1CCOCC1.C1C=CC(/C=C/C(/C=C/C2C=CC=CC=2)=O)=CC=1.C1C=CC(/C=C/C(/C=C/C2C=CC=CC=2)=O)=CC=1.C1C=CC(/C=C/C(/C=C/C2C=CC=CC=2)=O)=CC=1.[Pd].[Pd]>[N:18]1([CH2:17][CH2:16][O:15][C:12]2[CH:11]=[CH:10][C:9]([NH:8][C:5]3[N:4]=[C:3]([NH:23][C:25]4[CH:33]=[CH:32][C:31]([CH3:34])=[C:30]5[C:26]=4[CH:27]=[CH:28][NH:29]5)[C:2]([CH3:1])=[CH:7][N:6]=3)=[CH:14][CH:13]=2)[CH2:22][CH2:21][CH2:20][CH2:19]1 |f:3.4.5,7.8.9.10.11|. Procedure details: A mixture of intermediate 38 (410 mg, 1.3 mmol), 4-bromo-7-methyl-1H-indole (275 mg, 1.3 mmol), Pd2(dba)3 (92 mg, 0.1 mmol), Xantphos (180 mg, 0.3 mmol) and cesium carbonate (1.3 g, 4 mmol) was suspended in dioxane (50 mL) and heated at reflux under the argon atmosphere for 20 h. The mixture was filtered and the filtrate concentrated in vacuo. The residue was purified by HPLC to afford the title compound (92 mg of HCl salt, 15%) as a white solid.